Dataset: the Open Reaction Database (ORD), a public repository of structured organic reaction records. Task: describe an organic reaction: reactants, conditions, products, and yield Starting materials: CC(C(=O)N)(C)C (2,2,2-trimethylacetamide), C(C(=O)Cl)(=O)Cl (oxalyl chloride), FC(C1=CC=C(C=N1)C1=NC=CC(=C1)OC=1C=CC(=NC1)N)(F)F (5-((6′-(trifluoromethyl)-[2,3′-bipyridin]-4-yl)oxy)pyridin-2-amine), N1=CC=CC=C1 (pyridine). Solvent: ClCCCl (DCE), O1CCOCC1 (dioxane). Reaction conditions: time 5 minute. The product is FC(C1=CC=C(C=N1)C1=NC=CC(=C1)OC=1C=CC(=NC1)NC(=O)NC(C(C)(C)C)=O)(F)F (N-((5-((6′-(trifluoromethyl)-[2,3′-bipyridin]-4-yl)oxy)pyridin-2-yl)carbamoyl)pivalamide). Isolated yield 65.3%. Reaction SMILES: [CH3:1][C:2]([CH3:7])([CH3:6])[C:3]([NH2:5])=[O:4].C(Cl)(=O)[C:9](Cl)=[O:10].[F:14][C:15]([F:37])([F:36])[C:16]1[N:21]=[CH:20][C:19]([C:22]2[CH:27]=[C:26]([O:28][C:29]3[CH:30]=[CH:31][C:32]([NH2:35])=[N:33][CH:34]=3)[CH:25]=[CH:24][N:23]=2)=[CH:18][CH:17]=1.N1C=CC=CC=1>ClCCCl.O1CCOCC1>[F:37][C:15]([F:14])([F:36])[C:16]1[N:21]=[CH:20][C:19]([C:22]2[CH:27]=[C:26]([O:28][C:29]3[CH:30]=[CH:31][C:32]([NH:35][C:9]([NH:5][C:3](=[O:4])[C:2]([CH3:7])([CH3:6])[CH3:1])=[O:10])=[N:33][CH:34]=3)[CH:25]=[CH:24][N:23]=2)=[CH:18][CH:17]=1. Reported procedure: A solution of 2,2,2-trimethylacetamide (0.029 g, 0.284 mmol) in DCE (2 mL) was treated with oxalyl chloride (0.025 mL, 0.284 mmol), stirred at RT for 5 min, then heated at 80° C. for 0.5 h. The mixture was cooled to RT, added to a mixture of 5-((6′-(trifluoromethyl)-[2,3′-bipyridin]-4-yl)oxy)pyridin-2-amine (0.063 g, 0.190 mmol) and pyridine (0.123 mL, 1.517 mmol) in dioxane (4 mL) and stirred at RT for 3 h. The mixture was treated with satd. NaHCO3, extracted with EtOAc (3×) and the combined or... The reactants are peroxide, ClC=1C=C(C(=O)OO)C=CC1 (meta-chloroperoxybenzoic acid), CN(C1=CC=C(C#N)C=C1)C (para-dimethylaminobenzonitrile). Solvent: C(Cl)Cl (methylene chloride), C(Cl)Cl (methylene chloride). Yields the product CN(C1=CC=C(C#[N+][O-])C=C1)C (para-dimethylaminobenzonitrile N-oxide). As a reaction SMILES: ClC1C=C(C=CC=1)C(OO)=[O:6].[CH3:12][N:13]([CH3:22])[C:14]1[CH:21]=[CH:20][C:17]([C:18]#[N:19])=[CH:16][CH:15]=1>C(Cl)Cl>[CH3:12][N:13]([CH3:22])[C:14]1[CH:21]=[CH:20][C:17]([C:18]#[N+:19][O-:6])=[CH:16][CH:15]=1. Procedure details: A solution of 13.8 g of meta-chloroperoxybenzoic acid in 200 ml of methylene chloride was added dropwise to a solution of 11.7 g of para-dimethylaminobenzonitrile in 80 ml of methylene chloride at a temperature of from 0° C. to -5° C. over the course of two hours. When no more peroxide was detectable (negative KI test), the solvent was evaporated on a rotary evaporator. This gave 25.7 g of the meta-chlorobenzoic acid salt of para-dimethylaminobenzonitrile N-oxide. Pure para-dimethylaminobenzonit... The reactants are C(C1=CC=CC=C1)OC1=C(C=C(C=C1)OC1=C2CCCC2=C(C=C1C)[N+](=O)[O-])CO ([2-benzyloxy-5-(5-methyl-7-nitroindan-4-yloxy)phenyl]methanol), S(=O)(Cl)Cl (thionyl chloride). The solvent is C(C)OCC (diethyl ether). The product is C(C1=CC=CC=C1)OC1=C(C=C(OC2=C3CCCC3=C(C=C2C)[N+](=O)[O-])C=C1)CCl (4-(4-Benzyloxy-3-chloromethylphenoxy)-5-methyl-7-nitroindane). As a reaction SMILES: [CH2:1]([O:8][C:9]1[CH:14]=[CH:13][C:12]([O:15][C:16]2[C:24]([CH3:25])=[CH:23][C:22]([N+:26]([O-:28])=[O:27])=[C:21]3[C:17]=2[CH2:18][CH2:19][CH2:20]3)=[CH:11][C:10]=1[CH2:29]O)[C:2]1[CH:7]=[CH:6][CH:5]=[CH:4][CH:3]=1.S(Cl)([Cl:33])=O>C(OCC)C>[CH2:1]([O:8][C:9]1[CH:14]=[CH:13][C:12]([O:15][C:16]2[C:24]([CH3:25])=[CH:23][C:22]([N+:26]([O-:28])=[O:27])=[C:21]3[C:17]=2[CH2:18][CH2:19][CH2:20]3)=[CH:11][C:10]=1[CH2:29][Cl:33])[C:2]1[CH:7]=[CH:6][CH:5]=[CH:4][CH:3]=1. Reported procedure: [2-benzyloxy-5-(5-methyl-7-nitroindan-4-yloxy)phenyl]methanol (2.48 g) was dissolved in diethyl ether. After adding dropwise thionyl chloride (5 mL) under ice-cooling with stirring, the mixture was stirred at room temperature for 6 hours. The reaction mixture was evaporated under reduced pressure to dryness. After adding water (10 mL), the residue was extracted with diethyl ether. The organic layer was washed with brine, and dried over anhydrous magnesium sulfate. The solvent was removed under r... Starting materials: C1=CN(C=N1)C(=O)N2C=CN=C2 (CDI), C1(=CC=CC=C1)/C=C/CNC(=O)C1=CC=C(C(=O)O)C=C1 ((E)-4-[(3-phenyl-prop-2-enyl)-carbamoyl]benzoic acid), Cl.NO (hydroxylamine hydrochloride). Solvent: C1CCOC1 (THF). Reaction conditions: time 8 hour. Yields the product C1(=CC=CC=C1)/C=C/CNC(=O)C1=CC=C(C(=O)NO)C=C1 ((E)-4- [(3-Phenyl-prop-2-enyl) carbamoyl]benzohydroxamic acid). The yield is 58.7%. As a reaction SMILES: [C:1]1(/[CH:7]=[CH:8]/[CH2:9][NH:10][C:11]([C:13]2[CH:21]=[CH:20][C:16]([C:17](O)=[O:18])=[CH:15][CH:14]=2)=[O:12])[CH:6]=[CH:5][CH:4]=[CH:3][CH:2]=1.C1N=CN(C(N2C=NC=C2)=O)C=1.Cl.[NH2:35][OH:36]>C1COCC1>[C:1]1(/[CH:7]=[CH:8]/[CH2:9][NH:10][C:11]([C:13]2[CH:21]=[CH:20][C:16]([C:17]([NH:35][OH:36])=[O:18])=[CH:15][CH:14]=2)=[O:12])[CH:6]=[CH:5][CH:4]=[CH:3][CH:2]=1 |f:2.3|. Procedure: The compound of step A (0.7 g, 2.3 mmoles) was dissolved in 8 ml of anhydrous THF and added at 0° C. with CDI (0.46 g, 2.8 mmoles). The mixture was stirred at room temperature overnight, then hydroxylamine hydrochloride (0.2 g, 2.3 mmoles) was added thereto and stirring was continued at room temperature for a further 60 hours. The formed precipitate was filtered and suspended in 1N HCl, then stirred overnight. Upon filtration and drying under vacuum, 400 mg of the title compound were obtained (5...